This data is from the Open Reaction Database (ORD), a public repository of structured organic reaction records. The task is: describe an organic reaction: reactants, conditions, products, and yield Starting materials: NC=1C=NC=CC1O (3-amino-pyridin-4-ol), O (water), ClCC(=O)Cl (chloroacetyl chloride), C([O-])([O-])=O.[K+].[K+] (Potassium carbonate). Run in CN(C=O)C (N,N-dimethyl formamide). Conditions: time 30 minute. Yields the product O1C2=C(NC(C1)=O)C=NC=C2 (4H-pyrido[4,3-b][1,4]oxazin-3-one). Yield: 52.5%. Reaction SMILES: [NH2:1][C:2]1[CH:3]=[N:4][CH:5]=[CH:6][C:7]=1[OH:8].Cl[CH2:10][C:11](Cl)=[O:12].C(=O)([O-])[O-].[K+].[K+].O>CN(C)C=O>[O:8]1[CH2:10][C:11](=[O:12])[NH:1][C:2]2[CH:3]=[N:4][CH:5]=[CH:6][C:7]1=2 |f:2.3.4|. Reported procedure: In a 500 ml flask equipped with a reflux apparatus, 3-amino-pyridin-4-ol (7.8 g, 71 mmol) was dissolved in N,N-dimethyl formamide (350 ml). To the reaction solution was added chloroacetyl chloride (6.2 ml, 78 mmol) dropwise at room temperature and then stirred at room temperature for 30 minutes. Potassium carbonate (24 g, 177 mmol) was added thereto and the mixture was heated at 100□ for 40 hours. After completion of the reaction, water was added thereto. The mixture was extracted with ethyl ace...